Task: describe an organic reaction: reactants, conditions, products, and yield. Dataset: the Open Reaction Database (ORD), a public repository of structured organic reaction records The reactants are P(Cl)(Cl)Cl (PCl3), ice, BrC1=C(C=CC=C1)SCC(=O)O (2-{(2-bromophenyl)thio}acetic acid), ClC1=C(N)C=CC=C1 (2-chloroaniline), O (Water). Solvent: N1=CC=CC=C1 (pyridine). Conditions: time 30 minute. Yields the product BrC1=C(C=CC=C1)SCC(=O)NC1=C(C=CC=C1)Cl (2-{(2-Bromophenyl)thio}-N-(2-chlorophenyl)acetamide). Yield: 66.3%. As a reaction SMILES: P(Cl)(Cl)Cl.[Br:5][C:6]1[CH:11]=[CH:10][CH:9]=[CH:8][C:7]=1[S:12][CH2:13][C:14]([OH:16])=O.[Cl:17][C:18]1[CH:24]=[CH:23][CH:22]=[CH:21][C:19]=1[NH2:20].O>N1C=CC=CC=1>[Br:5][C:6]1[CH:11]=[CH:10][CH:9]=[CH:8][C:7]=1[S:12][CH2:13][C:14]([NH:20][C:19]1[CH:21]=[CH:22][CH:23]=[CH:24][C:18]=1[Cl:17])=[O:16]. Reported procedure: PCl3 (0.39 mL, 4.45 mmol) was added to an ice-cold solution of 2-{(2-bromophenyl)thio}acetic acid (1.00 g, 4.05 mmol) and 2-chloroaniline (0.47 mL, 4.45 mmol) in pyridine (15 mL). The reaction mixture was stirred at room temperature for 30 min. Water (few drops) was added and the mixture was concentrated under reduced pressure. The residue was purified by flash chromatography (CH2Cl2) to give the title compound (957 mg, 66% yield) as a yellow solid. Reactants: C(C)(=O)OCC (ethyl acetate), [F-].C(CCC)[N+](CCCC)(CCCC)CCCC (tetrabutylammonium fluoride), solution, N1=CC(=CC=C1)C1=CC=C2C(=NN(C2=C1)COCC[Si](C)(C)C)NC(CCC)=O (N-[6-(3-pyridyl)-1-[[2-(trimethylsilyl)ethoxy]methyl]-1H-indazol-3-yl]butanamide). Solvent: O1CCCC1 (tetrahydrofuran), O1CCCC1 (tetrahydrofuran). Run at temperature 66 celsius. Product: N1=CC(=CC=C1)C1=CC=C2C(=NNC2=C1)NC(CCC)=O (N-[6-(3-pyridyl)-1H-indazol-3-yl]butanamide). As a reaction SMILES: [F-].C([N+](CCCC)(CCCC)CCCC)CCC.[N:19]1[CH:24]=[CH:23][CH:22]=[C:21]([C:25]2[CH:33]=[C:32]3[C:28]([C:29]([NH:42][C:43](=[O:47])[CH2:44][CH2:45][CH3:46])=[N:30][N:31]3COCC[Si](C)(C)C)=[CH:27][CH:26]=2)[CH:20]=1.C(OCC)(=O)C>O1CCCC1>[N:19]1[CH:24]=[CH:23][CH:22]=[C:21]([C:25]2[CH:33]=[C:32]3[C:28]([C:29]([NH:42][C:43](=[O:47])[CH2:44][CH2:45][CH3:46])=[N:30][NH:31]3)=[CH:27][CH:26]=2)[CH:20]=1 |f:0.1|. Reported procedure: 13.3 cm3 of tetrabutylammonium fluoride as a 1M solution in tetrahydrofuran are added to 900 mg of N-[6-(3-pyridyl)-1-[[2-(trimethylsilyl)ethoxy]methyl]-1H-indazol-3-yl]butanamide, described previously, in 20 cm3 of tetrahydrofuran. The reaction medium is heated at about 66° C. for 21 hours. The heating is then stopped and 100 cm3 of ethyl acetate are added. This mixture is washed with 50 cm3 of saturated aqueous sodium hydrogen carbonate solution and then with 2×50 cm3 of distilled water and 50...